This data is from the Open Reaction Database (ORD), a public repository of structured organic reaction records. The task is: describe an organic reaction: reactants, conditions, products, and yield Procedure: 2-Benzyl 1-tert-butyl 4-(4,4,5,5-tetramethyl-1,3,2-dioxaborolan-2-yl)-1H-pyrrole-1,2-dicarboxylate (0.5 g) was dissolved in CH2Cl2 (1 mL) and then 4 N HCl in dioxane (1 mL) was added. The reaction was stirred at room temperature for 1 hour. The solvent was removed under vacuum. The residue was redissolved in DMF (4 mL). To the resulting solution was added NaH (60% dispersion in mineral oil, 0.08 g, 2.0 mmol) at 0° C. The reaction mixture was stirred at 0° C. for 10 minutes. Methyl iodide (0.11 m... Starting materials: Cl (HCl), CI (Methyl iodide), CC1(OB(OC1(C)C)C=1C=C(N(C1)C(=O)OC(C)(C)C)C(=O)OCC1=CC=CC=C1)C (2-Benzyl 1-tert-butyl 4-(4,4,5,5-tetramethyl-1,3,2-dioxaborolan-2-yl)-1H-pyrrole-1,2-dicarboxylate), [H-].[Na+] (NaH). Conditions: time 1 hour. Yields the product CN1C(=CC(=C1)B1OC(C(O1)(C)C)(C)C)C(=O)OCC1=CC=CC=C1 (Benzyl 1-methyl-4-(4,4,5,5-tetramethyl-1,3,2-dioxaborolan-2-yl)-1H-pyrrole-2-carboxylate). The solvent is O1CCOCC1 (dioxane), C(Cl)Cl (CH2Cl2). RXN SMILES: [CH3:1][C:2]1([CH3:31])[C:6]([CH3:8])([CH3:7])[O:5][B:4]([C:9]2[CH:10]=[C:11]([C:21]([O:23][CH2:24][C:25]3[CH:30]=[CH:29][CH:28]=[CH:27][CH:26]=3)=[O:22])[N:12]([C:14](OC(C)(C)C)=O)[CH:13]=2)[O:3]1.Cl.[H-].[Na+].CI>C(Cl)Cl.O1CCOCC1>[CH3:14][N:12]1[CH:13]=[C:9]([B:4]2[O:3][C:2]([CH3:1])([CH3:31])[C:6]([CH3:8])([CH3:7])[O:5]2)[CH:10]=[C:11]1[C:21]([O:23][CH2:24][C:25]1[CH:26]=[CH:27][CH:28]=[CH:29][CH:30]=1)=[O:22] |f:2.3|. Starting materials: C1(CCCC1)C#N (cyclopentanecarbonitrile), [Li+].C[Si](C)(C)[N-][Si](C)(C)C (LiHMDS), ClCCCI (1-chloro-3-iodopropane). The solvent is C1CCOC1 (THF). Run at time 30 minute. The product is ClCCCC1(CCCC1)C#N (1-(3-Chloropropyl)cyclopentanecarbonitrile). RXN SMILES: [CH:1]1([C:6]#[N:7])[CH2:5][CH2:4][CH2:3][CH2:2]1.[Li+].C[Si]([N-][Si](C)(C)C)(C)C.[Cl:18][CH2:19][CH2:20][CH2:21]I>C1COCC1>[Cl:18][CH2:19][CH2:20][CH2:21][C:1]1([C:6]#[N:7])[CH2:5][CH2:4][CH2:3][CH2:2]1 |f:1.2|. Procedure: To a stirred solution of cyclopentanecarbonitrile (1.04 mL, 10 mmol) in THF (20 mL) at −78° C. was added LiHMDS (1M in THF, 11 mL) via syringe. After 30 min, 1-chloro-3-iodopropane (1.6 mL, 15 mmol) was added at once and slowly warmed to room temperature. After 20 h, the reaction mixture was quenched with saturated ammonium chloride (1 mL), diluted with EtOAc (100 mL), dried (MgSO4), filtered and concentrated to give the title compound as a yellow oil which was used in the next step without furt...